Dataset: the Open Reaction Database (ORD), a public repository of structured organic reaction records. Task: describe an organic reaction: reactants, conditions, products, and yield Reactants: COC(=O)Cc1ccc(OCCc2csc(NC(=O)Nc3ccc(C)cc3C(=O)C3CCCC3)n2)cc1, [Li+], [OH-]. The product is Cc1ccc(NC(=O)Nc2nc(CCOc3ccc(CC(=O)O)cc3)cs2)c(C(=O)C2CCCC2)c1. RXN SMILES: [CH3:1][O:2][C:3]([CH2:4][c:5]1[cH:6][cH:7][c:8]([O:11][CH2:12][CH2:13][c:14]2[n:15][c:16]([NH:19][C:20](=[O:21])[NH:22][c:23]3[c:24]([C:30](=[O:31])[CH:32]4[CH2:33][CH2:34][CH2:35][CH2:36]4)[cH:25][c:26]([CH3:29])[cH:27][cH:28]3)[s:17][cH:18]2)[cH:9][cH:10]1)=[O:37].[Li+:39].[OH-:38]>>[O:2]=[C:3]([CH2:4][c:5]1[cH:6][cH:7][c:8]([O:11][CH2:12][CH2:13][c:14]2[n:15][c:16]([NH:19][C:20](=[O:21])[NH:22][c:23]3[c:24]([C:30](=[O:31])[CH:32]4[CH2:33][CH2:34][CH2:35][CH2:36]4)[cH:25][c:26]([CH3:29])[cH:27][cH:28]3)[s:17][cH:18]2)[cH:9][cH:10]1)[OH:37]. Reactants: COC(=O)c1ccc(-c2ccc(CCNCc3ccccc3)cc2)cc1NC(C)C, c1ccc(C2CO2)cc1, CCO. Yields the product COC(=O)c1ccc(-c2ccc(CCN(Cc3ccccc3)CC(O)c3ccccc3)cc2)cc1NC(C)C. As a reaction SMILES: [CH2:1]([c:2]1[cH:3][cH:4][cH:5][cH:6][cH:7]1)[NH:8][CH2:9][CH2:10][c:11]1[cH:12][cH:13][c:14](-[c:17]2[cH:18][c:19]([NH:27][CH:28]([CH3:29])[CH3:30])[c:20]([C:23](=[O:24])[O:25][CH3:26])[cH:21][cH:22]2)[cH:15][cH:16]1.[CH2:31]1[CH:32]([c:33]2[cH:34][cH:35][cH:36][cH:37][cH:38]2)[O:39]1.[CH3:40][CH2:41][OH:42]>>[CH2:1]([c:2]1[cH:3][cH:4][cH:5][cH:6][cH:7]1)[N:8]([CH2:9][CH2:10][c:11]1[cH:12][cH:13][c:14](-[c:17]2[cH:18][c:19]([NH:27][CH:28]([CH3:29])[CH3:30])[c:20]([C:23](=[O:24])[O:25][CH3:26])[cH:21][cH:22]2)[cH:15][cH:16]1)[CH2:31][CH:32]([c:33]1[cH:34][cH:35][cH:36][cH:37][cH:38]1)[OH:39]. Starting materials: C(C)(C)(C)OC(=O)C=1C(=NOC1C1=C(C=C(C=C1)CC(=O)OC)Cl)C1=CC=CC=C1 (5-(2-chloro-4-methoxycarbonylmethyl-phenyl)-3-phenyl-isoxazole-4-carboxylic acid tert-butyl ester). The solvent is FC(C(=O)O)(F)F (trifluoroacetic acid). Reaction conditions: time 2 hour. The product is ClC1=C(C=CC(=C1)CC(=O)OC)C1=C(C(=NO1)C1=CC=CC=C1)C(=O)O (5-(2-Chloro-4-methoxycarbonylmethyl-phenyl)-3-phenyl-isoxazole-4-carboxylic acid). As a reaction SMILES: C([O:5][C:6]([C:8]1[C:9]([C:25]2[CH:30]=[CH:29][CH:28]=[CH:27][CH:26]=2)=[N:10][O:11][C:12]=1[C:13]1[CH:18]=[CH:17][C:16]([CH2:19][C:20]([O:22][CH3:23])=[O:21])=[CH:15][C:14]=1[Cl:24])=[O:7])(C)(C)C>FC(F)(F)C(O)=O>[Cl:24][C:14]1[CH:15]=[C:16]([CH2:19][C:20]([O:22][CH3:23])=[O:21])[CH:17]=[CH:18][C:13]=1[C:12]1[O:11][N:10]=[C:9]([C:25]2[CH:26]=[CH:27][CH:28]=[CH:29][CH:30]=2)[C:8]=1[C:6]([OH:7])=[O:5]. Procedure: 5-(2-Chloro-4-methoxycarbonylmethyl-phenyl)-3-phenyl-isoxazole-4-carboxylic acid tert-butyl ester 59 (25 mg, 0.06 mmol) is dissolved in trifluoroacetic acid (1 mL) and stirred at room temperature for 2 hours. Then the solvent is evaporated and the remainder is dried on high vacuum to afford 5-(2-Chloro-4-methoxycarbonylmethyl-phenyl)-3-phenyl-isoxazole-4-carboxylic acid 60 as a white solid: 1H-NMR (400 MHz, CDCl3) δ=7.62 (m, 2H), 7.38 (m, 5H), 7.24 (m, 1H), 3.64 (s, 3H), 3.59 (s, 2H). MS calcula... Reactants: NC=1C(N(C=C(C1)Br)C)=O (3-Amino-5-bromo-1-methyl-1H-pyridin-2-one), P(=O)([O-])([O-])[O-].[K+].[K+].[K+] (potassium phosphate), CC(C)C1=CC(=C(C(=C1)C(C)C)C2=C(C=CC=C2)P(C3CCCCC3)C4CCCCC4)C(C)C (XPhos), CN(C=1C=C2CCN(C(C2=CC1)=O)C1=C(COC(C)=O)C(=CC=C1)B1OC(C(O1)(C)C)(C)C)C (acetic acid 2-(6-dimethylamino-1-oxo-3,4-dihydro-1H-isoquinolin-2-yl)-6-(4,4,5,5-tetramethyl-[1,3,2]dioxaborolan-2-yl)-benzyl ester). The solvent is C(C)OC(C)=O (ethylacetate), C(CCC)O (n-butanol), O (water). Conditions: temperature 105 celsius. Product: NC1=CC(=CN(C1=O)C)C1=C(COC(C)=O)C(=CC=C1)N1C(C2=CC=C(C=C2CC1)N(C)C)=O (Acetic acid 2-(5-amino-1-methyl-6-oxo-1,6-dihydro-pyridin-3-yl)-6-(6-dimethylamino-1-oxo-3,4-dihydro-1H-isoquinolin-2-yl)-benzyl ester). Isolated yield 50.6%. RXN SMILES: [NH2:1][C:2]1[C:3](=[O:10])[N:4]([CH3:9])[CH:5]=[C:6](Br)[CH:7]=1.CC(C1C=C(C(C)C)C(C2C=CC=CC=2P(C2CCCCC2)C2CCCCC2)=C(C(C)C)C=1)C.[CH3:45][N:46]([CH3:78])[C:47]1[CH:48]=[C:49]2[C:54](=[CH:55][CH:56]=1)[C:53](=[O:57])[N:52]([C:58]1[CH:68]=[CH:67][CH:66]=[C:65](B3OC(C)(C)C(C)(C)O3)[C:59]=1[CH2:60][O:61][C:62](=[O:64])[CH3:63])[CH2:51][CH2:50]2.P([O-])([O-])([O-])=O.[K+].[K+].[K+]>C(OC(=O)C)C.O.C(O)CCC>[NH2:1][C:2]1[C:3](=[O:10])[N:4]([CH3:9])[CH:5]=[C:6]([C:65]2[CH:66]=[CH:67][CH:68]=[C:58]([N:52]3[CH2:51][CH2:50][C:49]4[C:54](=[CH:55][CH:56]=[C:47]([N:46]([CH3:78])[CH3:45])[CH:48]=4)[C:53]3=[O:57])[C:59]=2[CH2:60][O:61][C:62](=[O:64])[CH3:63])[CH:7]=1 |f:3.4.5.6|. Procedure details: 3-Amino-5-bromo-1-methyl-1H-pyridin-2-one (392 mg, 1.93 mmol) was placed into 13 ml n-butanol. To this mixture under argon was added: Pddba2 (55.2 mg, 0.096 mmol), XPhos (91.2 mg, 0.191 mmol), acetic acid 2-(6-dimethylamino-1-oxo-3,4-dihydro-1H-isoquinolin-2-yl)-6-(4,4,5,5-tetramethyl-[1,3,2]dioxaborolan-2-yl)-benzyl ester (900 mg, 1.93 mmol), potassium phosphate (814 mg, 3.84 mmol) and 4 ml water. The mixture was heated under argon in a sealed flask for 45 minutes at 100-110° C. After cooling, ... Starting materials: FC=1C=C(C=CC1F)C=1C2=C(N(N1)C(=O)N[C@H](C(=O)NC)C(C)(C)C)CCOC2 ((S)-3-(3,4-difluorophenyl)-N-(3,3-dimethyl-1-(methyl-amino)-1-oxobutan-2-yl)-6,7-dihydropyrano[4,3-c]pyrazole-1(4H)-carboxamide), FC=1C=C(C=CC1F)C=1C2=C(NN1)COCC2 (3-(3,4-difluorophenyl)-1,4,5,7-tetrahydropyrano[3,4-c]pyrazole), N[C@H](C(=O)NCCO)C(C)(C)C ((S)-2-amino-N-(2-hydroxyethyl)-3,3-dimethylbutanamide). Yields the product FC=1C=C(C=CC1F)C=1C2=C(N(N1)C(=O)N[C@H](C(=O)NCCO)C(C)(C)C)COCC2 ((S)-3-(3,4-difluorophenyl)-N-(1-(2-hydroxyethylamino)-3,3-dimethyl-1-oxobutan-2-yl)-4,5-dihydropyrano[3,4-c]pyrazole-1(7H)-carboxamide). Reaction SMILES: [F:1][C:2]1[CH:3]=[C:4]([C:9]2[C:10]3[CH2:29]OC[CH2:26][C:11]=3[N:12]([C:14]([NH:16][C@@H:17]([C:22]([CH3:25])([CH3:24])[CH3:23])[C:18]([NH:20][CH3:21])=[O:19])=[O:15])[N:13]=2)[CH:5]=[CH:6][C:7]=1[F:8].FC1C=C(C2C3C[CH2:45][O:44]CC=3NN=2)C=CC=1F.N[C@@H](C(C)(C)C)[C:49](NCCO)=[O:50]>>[F:1][C:2]1[CH:3]=[C:4]([C:9]2[C:10]3[CH2:29][CH2:45][O:44][CH2:26][C:11]=3[N:12]([C:14]([NH:16][C@@H:17]([C:22]([CH3:25])([CH3:24])[CH3:23])[C:18]([NH:20][CH2:21][CH2:49][OH:50])=[O:19])=[O:15])[N:13]=2)[CH:5]=[CH:6][C:7]=1[F:8]. Procedure details: Compound 95 was prepared according to the procedure for the synthesis of compound 28 by replacing intermediate 16 with intermediate 16B, and replacing tert-leucine methylamide with intermediate 23. LCMS (+ESI) m/z=437.4 [M+H]+. 1H NMR (CDCl3) δ 7.84 (d, J=9.2 Hz, 1H), 7.59-7.64 (m, 1H), 7.50 (br, 1H), 7.22 (q, J=9.0 Hz, 1H), 4.99 (d, J=8.1 Hz, 2H), 4.20 (d, J=9.3 Hz, 1H), 3.85-3.94 (m, 2H), 3.72 (s, 2H), 3.43 (m, 2H), 2.80 (br, 2H), 1.06 (s, 9H). Purity: 96%. Starting materials: COc1ccc(C=C(NC(C)=O)C(=O)O)cc1OC, CO, Cl, [Na+], [Na+], O=C([O-])[O-], O. Product: COC(=O)C(=Cc1ccc(OC)c(OC)c1)NC(C)=O. Reaction SMILES: [C:7]([CH3:8])(=[O:9])[NH:10][C:11]([C:12](=[O:13])[OH:14])=[CH:15][c:16]1[cH:17][c:18]([O:24][CH3:25])[c:19]([O:22][CH3:23])[cH:20][cH:21]1.[CH3:27][OH:28].[ClH:26].[Na+:1].[Na+:2].[O-:3][C:4](=[O:5])[O-:6].[OH2:29]>>[CH3:4][O:14][C:12]([C:11]([NH:10][C:7]([CH3:8])=[O:9])=[CH:15][c:16]1[cH:17][c:18]([O:24][CH3:25])[c:19]([O:22][CH3:23])[cH:20][cH:21]1)=[O:13]. The reactants are NCCCO, O, O=C1c2ccccc2CSc2ccccc21. Yields the product OCCCN=C1c2ccccc2CSc2ccccc21. As a reaction SMILES: [NH2:17][CH2:18][CH2:19][CH2:20][OH:21].[OH2:22].[cH:1]1[cH:2][cH:3][cH:4][c:5]2[c:11]1[C:10](=[O:12])[c:9]1[c:8]([cH:16][cH:15][cH:14][cH:13]1)[CH2:7][S:6]2>>[cH:1]1[cH:2][cH:3][cH:4][c:5]2[c:11]1[C:10](=[N:17][CH2:18][CH2:19][CH2:20][OH:21])[c:9]1[c:8]([cH:16][cH:15][cH:14][cH:13]1)[CH2:7][S:6]2.